This data is from the Open Reaction Database (ORD), a public repository of structured organic reaction records. The task is: describe an organic reaction: reactants, conditions, products, and yield The reactants are C(C)OC(NC1=CC2=CC=CC=C2C=C1F)=O (N-(3-fluoro-2-naphthyl)carbamic acid ethyl ester), [B-](F)(F)(F)F.[B-](F)(F)(F)F.C1C[N+]2(CC[N+]1(CC2)CCl)F (Selectfluor). Solvent: FC(C(=O)O)(F)F (trifluoroacetic acid). Run at temperature 70 celsius. The product is C(C)OC(NC1=C(C2=CC=CC=C2C=C1F)F)=O (N-(1,3-difluoro-2-naphthyl)carbamic acid ethyl ester). As a reaction SMILES: [CH2:1]([O:3][C:4](=[O:17])[NH:5][C:6]1[C:15]([F:16])=[CH:14][C:13]2[C:8](=[CH:9][CH:10]=[CH:11][CH:12]=2)[CH:7]=1)[CH3:2].[B-](F)(F)(F)[F:19].[B-](F)(F)(F)F.C1[N+]2(CCl)CC[N+](F)(CC2)C1>FC(F)(F)C(O)=O>[CH2:1]([O:3][C:4](=[O:17])[NH:5][C:6]1[C:15]([F:16])=[CH:14][C:13]2[C:8](=[CH:9][CH:10]=[CH:11][CH:12]=2)[C:7]=1[F:19])[CH3:2] |f:1.2.3|. Procedure details: A mixture of 1.63 g (7 mmol) of N-(3-fluoro-2-naphthyl)carbamic acid ethyl ester, and 2.73 g of Selectfluor® (7.7 mmol) in 10 mL of trifluoroacetic acid is heated to 70° C. under an atmosphere of nitrogen for 4 hours. After cooling to room temperature, the mixture is concentrated in vacuo and 30 mL of ice water is added. The mixture is extracted 3 times with 40 mL of CH2Cl2. The combined organic layers are washed with 40 mL each of H2O, saturated aqueous NaHCO3, saturated brine, dried over MgSO4... Reactants: O=C1CCC(=O)N1Br, Nc1ncccc1-c1nc2c(F)cccc2o1, C1CCOC1. Yields the product Nc1ncc(Br)cc1-c1nc2c(F)cccc2o1. Reaction SMILES: [Br:1][N:2]1[C:3](=[O:4])[CH2:5][CH2:6][C:7]1=[O:8].[F:9][c:10]1[cH:11][cH:12][cH:13][c:14]2[c:15]1[n:16][c:17](-[c:19]1[c:20]([NH2:25])[n:21][cH:22][cH:23][cH:24]1)[o:18]2.[O:26]1[CH2:27][CH2:28][CH2:29][CH2:30]1>>[Br:1][c:23]1[cH:22][n:21][c:20]([NH2:25])[c:19](-[c:17]2[n:16][c:15]3[c:10]([F:9])[cH:11][cH:12][cH:13][c:14]3[o:18]2)[cH:24]1.